This data is from the Open Reaction Database (ORD), a public repository of structured organic reaction records. The task is: describe an organic reaction: reactants, conditions, products, and yield RXN SMILES: [C:1]([NH:4][C:5]1[C:6]([I:28])=[C:7]([C:19]([I:27])=[C:20]([NH:23][C:24](=[O:26])[CH3:25])[C:21]=1[I:22])[C:8]([NH:10][C@H:11]([C:16]([OH:18])=[O:17])[CH2:12][CH:13]([CH3:15])[CH3:14])=[O:9])(=[O:3])[CH3:2].[N+:29]([C:32]1[CH:37]=[CH:36][CH:35]=[CH:34][C:33]=1O)([O-:31])=[O:30].C1(N=C=NC2CCCCC2)CCCCC1>>[N+:29]([C:32]1[CH:37]=[CH:36][CH:35]=[CH:34][C:33]=1[O:17][C:16](=[O:18])[C@H:11]([CH2:12][CH:13]([CH3:15])[CH3:14])[NH:10][C:8](=[O:9])[C:7]1[C:6]([I:28])=[C:5]([NH:4][C:1](=[O:3])[CH3:2])[C:21]([I:22])=[C:20]([NH:23][C:24](=[O:26])[CH3:25])[C:19]=1[I:27])([O-:31])=[O:30]. Product: [N+](=O)([O-])C1=C(C=CC=C1)OC([C@@H](NC(C1=C(C(=C(C(=C1I)NC(C)=O)I)NC(C)=O)I)=O)CC(C)C)=O (N-(3,5-diacetamido-2,4,6-triiodobenzoyl)-L-leucine-o-nitrophenyl ester). Starting materials: C(C)(=O)NC=1C(=C(C(=O)N[C@@H](CC(C)C)C(=O)O)C(=C(C1I)NC(C)=O)I)I (N-(3,5-diacetamido-2,4,6-triiodobenzoyl)-L-leucine), [N+](=O)([O-])C1=C(C=CC=C1)O (o-nitrophenol), C1(CCCCC1)N=C=NC1CCCCC1 (N,N'-dicyclohexylcarbodiimide). Reported procedure: Following the procedure of example 33, the product is synthesized from 14.6 g (20 mMol) N-(3,5-diacetamido-2,4,6-triiodobenzoyl)-L-leucine, 3,5 g (25 mMol) o-nitrophenol and 5 g (24 mMol) N,N'-dicyclohexylcarbodiimide. Yield: 12.5 g (73%). The reactants are C(C)(=O)NCCCC(=O)C1=C(CCC(=O)O)C=C(C=C1)Cl (2-(4-acetamidobutyryl)-5-chlorohydrocinnamic acid), C(=O)(N1C=NC=C1)N1C=NC=C1 (1,1'-carbonyldiimidazole), Cl.N[C@@H](CCC(=O)OCC)C(=O)OCC (diethyl L-glutamate hydrochloride), C(C)N(C(C)C)C(C)C (N-ethyldiisopropylamine). Solvent: O1CCCC1 (tetrahydrofuran). Conditions: time 2 hour. Product: C(C)(=O)NCCCC(=O)C1=C(CCC(=O)N[C@@H](CCC(=O)OCC)C(=O)OCC)C=C(C=C1)Cl (diethyl N-[2-(4-acetamidobutyryl)-5-chlorohydrocinnamoyl]-L-glutamate). Reaction SMILES: [C:1]([NH:4][CH2:5][CH2:6][CH2:7][C:8]([C:10]1[CH:20]=[CH:19][C:18]([Cl:21])=[CH:17][C:11]=1[CH2:12][CH2:13][C:14]([OH:16])=O)=[O:9])(=[O:3])[CH3:2].C(N1C=CN=C1)(N1C=CN=C1)=O.Cl.[NH2:35][C@H:36]([C:44]([O:46][CH2:47][CH3:48])=[O:45])[CH2:37][CH2:38][C:39]([O:41][CH2:42][CH3:43])=[O:40].C(N(C(C)C)C(C)C)C>O1CCCC1>[C:1]([NH:4][CH2:5][CH2:6][CH2:7][C:8]([C:10]1[CH:20]=[CH:19][C:18]([Cl:21])=[CH:17][C:11]=1[CH2:12][CH2:13][C:14]([NH:35][C@H:36]([C:44]([O:46][CH2:47][CH3:48])=[O:45])[CH2:37][CH2:38][C:39]([O:41][CH2:42][CH3:43])=[O:40])=[O:16])=[O:9])(=[O:3])[CH3:2] |f:2.3|. Procedure: 3.10 g (0.01 mol) of 2-(4-acetamidobutyryl)-5-chlorohydrocinnamic acid and 1.70 g (0.015 mol) of 1,1'-carbonyldiimidazole are stirred at room temperature for 1 hour in 50 ml of tetrahydrofuran and 2.51 g (0.011 mol) of diethyl L-glutamate hydrochloride and 1.8 ml (0.011 mol) of N-ethyldiisopropylamine are then added thereto. After stirring at room temperature for 2 hours the solution is concentrated, extracted with methylene chloride/water, dried with sodium sulfate and the solvent is distilled ... Reactants: C(C)(C)(C)[C@@H]1CC[C@H](CC1)OC=1C(=C2C=CC(=CC2=CC1)[C@]1(NC(OC1)=O)C)C1=CC=C(C=C1)OC(F)(F)F ((R)-4-(6-(trans-4-tert-butylcyclohexyloxy)-5-(4-(trifluoromethoxy)phenyl)naphthalen-2-yl)-4-methyloxazolidin-2-one), ClC1=CC=C(C=C1)B(O)O (4-chlorophenylboronic acid). Yields the product C(C)(C)(C)[C@@H]1CC[C@H](CC1)OC=1C(=C2C=CC(=CC2=CC1)[C@]1(NC(OC1)=O)C)C1=CC=C(C=C1)Cl ((R)-4-(6-(trans-4-tert-butylcyclohexyloxy)-5-(4-chlorophenyl)naphthalen-2-yl)-4-methyloxazolidin-2-one). Isolated yield 76.0%. As a reaction SMILES: [C:1]([C@H:5]1[CH2:10][CH2:9][C@H:8]([O:11][C:12]2[C:13]([C:29]3[CH:34]=[CH:33][C:32](OC(F)(F)F)=[CH:31][CH:30]=3)=[C:14]3[C:19](=[CH:20][CH:21]=2)[CH:18]=[C:17]([C@:22]2([CH3:28])[CH2:26][O:25][C:24](=[O:27])[NH:23]2)[CH:16]=[CH:15]3)[CH2:7][CH2:6]1)([CH3:4])([CH3:3])[CH3:2].[Cl:40]C1C=CC(B(O)O)=CC=1>>[C:1]([C@H:5]1[CH2:10][CH2:9][C@H:8]([O:11][C:12]2[C:13]([C:29]3[CH:34]=[CH:33][C:32]([Cl:40])=[CH:31][CH:30]=3)=[C:14]3[C:19](=[CH:20][CH:21]=2)[CH:18]=[C:17]([C@:22]2([CH3:28])[CH2:26][O:25][C:24](=[O:27])[NH:23]2)[CH:16]=[CH:15]3)[CH2:7][CH2:6]1)([CH3:4])([CH3:3])[CH3:2]. Procedure: (R)-4-(6-(trans-4-tert-butylcyclohexyloxy)-5-(4-chlorophenyl)naphthalen-2-yl)-4-methyloxazolidin-2-one was synthesized as per (R)-4-(6-(trans-4-tert-butylcyclohexyloxy)-5-(4-(trifluoromethoxy)phenyl)naphthalen-2-yl)-4-methyloxazolidin-2-one (Example 220) in 76% yield using 4-chlorophenylboronic acid as the reagent.